Dataset: the Open Reaction Database (ORD), a public repository of structured organic reaction records. Task: describe an organic reaction: reactants, conditions, products, and yield Starting materials: [BH4-], O=C([O-])O, CO, CC(C)(C)C(=O)C(Oc1cccc(Cl)n1)n1cncn1, Cl, [Na+], [Na+], O. Yields the product CC(C)(C)C(O)C(Oc1cccc(Cl)n1)n1cncn1. Reaction SMILES: [BH4-:21].[C:24](=[O:25])([OH:26])[O-:27].[CH3:29][OH:30].[Cl:1][c:2]1[cH:3][cH:4][cH:5][c:6]([O:8][CH:9]([C:10]([C:11]([CH3:12])([CH3:13])[CH3:14])=[O:15])[n:16]2[n:17][cH:18][n:19][cH:20]2)[n:7]1.[ClH:23].[Na+:22].[Na+:28].[OH2:31]>>[Cl:1][c:2]1[cH:3][cH:4][cH:5][c:6]([O:8][CH:9]([CH:10]([C:11]([CH3:12])([CH3:13])[CH3:14])[OH:15])[n:16]2[n:17][cH:18][n:19][cH:20]2)[n:7]1.